Dataset: the Open Reaction Database (ORD), a public repository of structured organic reaction records. Task: describe an organic reaction: reactants, conditions, products, and yield The reactants are ClCCl, O=C([O-])c1cc(Cl)cc(Cl)c1O, Cl, NCCCCCCCCCC(=O)O, [Na+], C1COCCO1, [OH-]. Yields the product O=C(O)CCCCCCCCCNC(=O)c1cc(Cl)cc(Cl)c1O. As a reaction SMILES: [CH2:29]([Cl:30])[Cl:31].[Cl:16][c:17]1[c:18]([OH:27])[c:19]([C:20](=[O:21])[O-:22])[cH:23][c:24]([Cl:26])[cH:25]1.[ClH:28].[NH2:1][CH2:2][CH2:3][CH2:4][CH2:5][CH2:6][CH2:7][CH2:8][CH2:9][CH2:10][C:11](=[O:12])[OH:13].[Na+:15].[O:32]1[CH2:33][CH2:34][O:35][CH2:36][CH2:37]1.[OH-:14]>>[NH:1]([CH2:2][CH2:3][CH2:4][CH2:5][CH2:6][CH2:7][CH2:8][CH2:9][CH2:10][C:11](=[O:12])[OH:13])[C:20]([c:19]1[c:18]([OH:27])[c:17]([Cl:16])[cH:25][c:24]([Cl:26])[cH:23]1)=[O:21].